describe an organic reaction: reactants, conditions, products, and yield From a dataset of the Open Reaction Database (ORD), a public repository of structured organic reaction records. Reactants: C(#N)C=1C=NC=CC1 (3-Cyanopyridine), CI (methyl iodide), CI (methyl iodide). Run in CC(=O)C (acetone). Run at time 8 hour. Yields the product [I-].C(#N)C=1C=[N+](C=CC1)C (3-Cyano-1-methylpyridinium Iodide). The yield is 81.0%. RXN SMILES: [C:1]([C:3]1[CH:4]=[N:5][CH:6]=[CH:7][CH:8]=1)#[N:2].[CH3:9][I:10]>CC(C)=O>[I-:10].[C:1]([C:3]1[CH:4]=[N+:5]([CH3:9])[CH:6]=[CH:7][CH:8]=1)#[N:2] |f:3.4|. Procedure details: 3-Cyanopyridine (1) (104 g, 1 mol) and methyl iodide (150 g, 1.06 mol) in acetone (500 ml) was stirred for 5 hours at room temperature. Then more methyl iodide (20 g, 0.14 mol) was added, and the reaction mixture was stirred overnight at room temperature. The mixture was filtered, and the solid product was washed with acetone (100 ml) and then thoroughly with ether. After drying, 199 g (0.81 mol, 81%) of the title compound were obtained, M.P. 145°-150° C. The reactants are BrC1=C(C=O)C(=CC=C1)F (2-bromo-6-fluorobenzaldehyde), [BH4-].[Na+] (sodium borohydride). The solvent is CO (methanol). Run at time 1 hour. Product: BrC1=C(C(=CC=C1)F)CO ((2-Bromo-6-fluorophenyl)methanol). Isolated yield 90.1%. RXN SMILES: [Br:1][C:2]1[CH:9]=[CH:8][CH:7]=[C:6]([F:10])[C:3]=1[CH:4]=[O:5].[BH4-].[Na+]>CO>[Br:1][C:2]1[CH:9]=[CH:8][CH:7]=[C:6]([F:10])[C:3]=1[CH2:4][OH:5] |f:1.2|. Reported procedure: 20.0 g (0.098 mol) of 2-bromo-6-fluorobenzaldehyde are dissolved in 500 ml of methanol and cooled in an ice bath; 3.72 g (0.098 mol) of sodium borohydride are then added portionwise thereto. The mixture is stirred under cold conditions for 1 hour and then the solid is evaporated under reduced pressure. The residue is taken up between water and dichloromethane and the organic phase is separated, dried and concentrated under reduced pressure. The residue is crystallised from pentane. 18.1 g of com... Procedure: An autoclave equipped with a stirrer was charged with methanol, vinyl chloride, vinyl acetate, di(2-ethylhexyl) peroxydicarbonate and partially saponified polyvinyl alcohol, and the temperature was elevated to 60° C. with stirring under an atmosphere of nitrogen gas to initiate the reaction, followed by further continuous injection of vinyl chloride to conduct the copolymerization reaction. After release of the residual pressure of the autoclave and cooling, a copolymer slurry was taken out and ... Solvent: CO (methanol). The reactants are C(=C)Cl (vinyl chloride), C(C)(=O)OC=C (vinyl acetate), C(=O)(OCC(CCCC)CC)OOC(=O)OCC(CCCC)CC (di(2-ethylhexyl) peroxydicarbonate), polyvinyl alcohol, C(=C)Cl (vinyl chloride). Yields the product CC(=O)OC=C.C=CCl (vinyl chloride-vinyl acetate copolymer). RXN SMILES: [CH:1]([Cl:3])=[CH2:2].[C:4]([O:7][CH:8]=[CH2:9])(=[O:6])[CH3:5].C(OOC(OCC(CC)CCCC)=O)(OCC(CC)CCCC)=O>CO>[CH3:5][C:4]([O:7][CH:8]=[CH2:9])=[O:6].[CH2:2]=[CH:1][Cl:3] |f:4.5|. Starting materials: Cl.Cl.N1(N=CN=C1)CCCCN (1H-1,2,4-triazole-1-butanamine dihydrochloride), [OH-].[Na+] (sodium hydroxide), O1C(=CC=C1)C(=O)Cl (furoyl chloride), [OH-].[Na+] (sodium hydroxide). Run in C(Cl)Cl (methylene chloride), C(Cl)Cl (methylene chloride). Run at time 16 hour. Product: N1(N=CN=C1)CCCCNC(=O)C=1OC=CC1 (N-[4-(1H-1,2,4-Triazol-1-yl)butyl]-2-furancarboxamide). As a reaction SMILES: Cl.Cl.[N:3]1([CH2:8][CH2:9][CH2:10][CH2:11][NH2:12])[CH:7]=[N:6][CH:5]=[N:4]1.[OH-].[Na+].[O:15]1[CH:19]=[CH:18][CH:17]=[C:16]1[C:20](Cl)=[O:21]>C(Cl)Cl>[N:3]1([CH2:8][CH2:9][CH2:10][CH2:11][NH:12][C:20]([C:16]2[O:15][CH:19]=[CH:18][CH:17]=2)=[O:21])[CH:7]=[N:6][CH:5]=[N:4]1 |f:0.1.2,3.4|. Procedure: A mixture of about 2.13 g of 1H-1,2,4-triazole-1-butanamine dihydrochloride, about 50 ml of methylene chloride, about 30 ml of 1N sodium hydroxide and about 1.47 ml of furoyl chloride was stirred for 16 hours and then treated with about 5 ml of 1N sodium hydroxide and about 50 ml of methylene chloride. The layers were separated and the organic layer was washed with water, dried and concentrated, giving the desired product, mp 78°-79° C. Starting materials: O=C1c2ccccc2C(=O)N1CCBr, CCC(C)=O, c1ccc(C(SC2CCNCC2)c2ccccc2)cc1, [I-], [K+], [K+], [Na+], O=C([O-])[O-]. Product: O=C1c2ccccc2C(=O)N1CCN1CCC(SC(c2ccccc2)c2ccccc2)CC1. RXN SMILES: [Br:21][CH2:22][CH2:23][N:24]1[C:25](=[O:34])[c:26]2[c:27]([cH:30][cH:31][cH:32][cH:33]2)[C:28]1=[O:29].[CH3:43][C:44](=[O:45])[CH2:46][CH3:47].[CH:1]([c:2]1[cH:3][cH:4][cH:5][cH:6][cH:7]1)([c:8]1[cH:9][cH:10][cH:11][cH:12][cH:13]1)[S:14][CH:15]1[CH2:16][CH2:17][NH:18][CH2:19][CH2:20]1.[I-:41].[K+:35].[K+:36].[Na+:42].[O-:37][C:38]([O-:39])=[O:40]>>[CH:1]([c:2]1[cH:3][cH:4][cH:5][cH:6][cH:7]1)([c:8]1[cH:9][cH:10][cH:11][cH:12][cH:13]1)[S:14][CH:15]1[CH2:16][CH2:17][N:18]([CH2:22][CH2:23][N:24]2[C:25](=[O:34])[c:26]3[c:27]([cH:30][cH:31][cH:32][cH:33]3)[C:28]2=[O:29])[CH2:19][CH2:20]1.